From a dataset of the Open Reaction Database (ORD), a public repository of structured organic reaction records. describe an organic reaction: reactants, conditions, products, and yield Reactants: C1(CCC(=O)O1)=O (Succinic anhydride), CN(CC(CO)OCCCCCCCC\C=C/C\C=C/CCCCC)C (3-(dimethylamino)-2-((9Z,12Z)-octadeca-9,12-dienyloxy)propan-1-ol). Solvent: C1CCOC1 (THF). Yields the product CN(CC(COC(CCC(=O)O)=O)OCCCCCCCC\C=C/C\C=C/CCCCC)C (4-(3-(dimethylamino)-2-((9Z,12Z)-octadeca-9,12-dienyloxy)propoxy)-4-oxobutanoic acid). RXN SMILES: [C:1]1(=[O:7])[O:6][C:4](=[O:5])[CH2:3][CH2:2]1.[CH3:8][N:9]([CH3:33])[CH2:10][CH:11]([O:14][CH2:15][CH2:16][CH2:17][CH2:18][CH2:19][CH2:20][CH2:21][CH2:22]/[CH:23]=[CH:24]\[CH2:25]/[CH:26]=[CH:27]\[CH2:28][CH2:29][CH2:30][CH2:31][CH3:32])[CH2:12][OH:13]>C1COCC1>[CH3:8][N:9]([CH3:33])[CH2:10][CH:11]([O:14][CH2:15][CH2:16][CH2:17][CH2:18][CH2:19][CH2:20][CH2:21][CH2:22]/[CH:23]=[CH:24]\[CH2:25]/[CH:26]=[CH:27]\[CH2:28][CH2:29][CH2:30][CH2:31][CH3:32])[CH2:12][O:13][C:4](=[O:5])[CH2:3][CH2:2][C:1]([OH:6])=[O:7]. Procedure details: Succinic anhydride (0.60 g, 5.99 mmol, 1.1 equiv) was added in one portion to a dry THF (11 mL) solution of 3-(dimethylamino)-2-((9Z,12Z)-octadeca-9,12-dienyloxy)propan-1-ol (2.0 g, 5.45 mmol, 1.0 equiv) and the resultant was refluxed for 18 hours under argon. The mixture was concentrated and then dissolved in EtOAc (10 mL) and poured into deionized water (20 mL). The layers were separated and the aqueous layer was extracted with two additional portions of EtOAc (25 mL). The combined organic ext... Reactants: C(C)(=O)OC=1C=C2C(=NC=NC2=CC1)O (4-hydroxyquinazolin-6-yl acetate), CN(C)C=O (DMF), S(=O)(Cl)Cl (thionyl chloride). Conditions: temperature 90 celsius. Product: C(C)(=O)OC=1C=C2C(=NC=NC2=CC1)Cl (4-chloroquinazolin-6-yl acetate). Yield: 90.0%. Reaction SMILES: [C:1]([O:4][C:5]1[CH:6]=[C:7]2[C:12](=[CH:13][CH:14]=1)[N:11]=[CH:10][N:9]=[C:8]2O)(=[O:3])[CH3:2].CN(C=O)C.S(Cl)([Cl:23])=O>>[C:1]([O:4][C:5]1[CH:6]=[C:7]2[C:12](=[CH:13][CH:14]=1)[N:11]=[CH:10][N:9]=[C:8]2[Cl:23])(=[O:3])[CH3:2]. Reported procedure: To a solution of 4-hydroxyquinazolin-6-yl acetate (12.0 g, 58.8 mmol) in thionyl chloride (50 mL) was added DMF (0.5 mL). After heating to 90° C. for 3 hours, the reaction mixture was concentrated under reduced pressure and azeotroped with toluene to provide the product (11.8 g, 90%) as off-white solid. The reactants are C1CCOC1, COCCN, CC(C)NC(C)C, Cc1cc(S(=O)(=O)Cl)ccc1NC(=O)c1cc(Cl)ncn1. The product is COCCNS(=O)(=O)c1ccc(NC(=O)c2cc(Cl)ncn2)c(C)c1. As a reaction SMILES: [CH2:34]1[O:35][CH2:36][CH2:37][CH2:38]1.[CH3:22][O:23][CH2:24][CH2:25][NH2:26].[CH:27]([NH:28][CH:29]([CH3:30])[CH3:31])([CH3:32])[CH3:33].[Cl:1][c:2]1[cH:3][c:4]([C:8](=[O:9])[NH:10][c:11]2[c:12]([CH3:21])[cH:13][c:14]([S:17](=[O:18])(=[O:19])[Cl:20])[cH:15][cH:16]2)[n:5][cH:6][n:7]1>>[Cl:1][c:2]1[cH:3][c:4]([C:8](=[O:9])[NH:10][c:11]2[c:12]([CH3:21])[cH:13][c:14]([S:17](=[O:18])(=[O:19])[NH:26][CH2:25][CH2:24][O:23][CH3:22])[cH:15][cH:16]2)[n:5][cH:6][n:7]1.